From a dataset of the Open Reaction Database (ORD), a public repository of structured organic reaction records. describe an organic reaction: reactants, conditions, products, and yield Starting materials: [H-].[Al+3].[Li+].[H-].[H-].[H-] (lithium aluminum hydride), O (water), C(C1=CC=CC=C1)N1C[C@H]([C@@H](C1)C1(CC1)NC(=O)OC(C)(C)C)C(=O)OCC (ethyl trans-1-benzyl-4-(1-tert-butoxycarbonylaminocyclopropyl)pyrrolidine-3-carboxylate). Run in O1CCCC1 (tetrahydrofuran), O1CCCC1 (tetrahydrofuran). Reaction conditions: time 4 hour. The product is C(C1=CC=CC=C1)N1C[C@H]([C@@H](C1)C1(CC1)NC(=O)OC(C)(C)C)CO (Trans-1-benzyl-4-(1-tert-butoxycarbonylaminocyclopropyl)-3-hydroxymethylpyrrolidine). Yield: 101.7%. As a reaction SMILES: [H-].[Al+3].[Li+].[H-].[H-].[H-].[CH2:7]([N:14]1[CH2:18][C@@H:17]([C:19]2([NH:22][C:23]([O:25][C:26]([CH3:29])([CH3:28])[CH3:27])=[O:24])[CH2:21][CH2:20]2)[C@H:16]([C:30](OCC)=[O:31])[CH2:15]1)[C:8]1[CH:13]=[CH:12][CH:11]=[CH:10][CH:9]=1.O>O1CCCC1>[CH2:7]([N:14]1[CH2:18][C@@H:17]([C:19]2([NH:22][C:23]([O:25][C:26]([CH3:27])([CH3:28])[CH3:29])=[O:24])[CH2:20][CH2:21]2)[C@H:16]([CH2:30][OH:31])[CH2:15]1)[C:8]1[CH:9]=[CH:10][CH:11]=[CH:12][CH:13]=1 |f:0.1.2.3.4.5|. Reported procedure: Under a nitrogen atmosphere, lithium aluminum hydride (381 mg, 9.54 mmol) was suspended in anhydrous tetrahydrofuran (30 ml) to which, while cooling in an ice bath, was subsequently added dropwise an anhydrous tetrahydrofuran (10 ml) solution of ethyl trans-1-benzyl-4-(1-tert-butoxycarbonylaminocyclopropyl)pyrrolidine-3-carboxylate (1.24 g, 3.18 mmol) over a period of 15 minutes. After 4 hours of stirring at the same temperature, ice-cooled water was gradually added to the reaction solution. The... The reactants are ClC1=CC=C(C=C1)NC(=O)NCC1CNCCO1 (N-(4-Chlorophenyl)-N′-(morpholin-2-ylmethyl)urea), ClC=1C=C(C(=O)Cl)C=CC1Cl (3,4-dichlorobenzoyl chloride). Run in CN(C=O)C (N,N-dimethylformamide). Conditions: temperature 22 celsius, time 15 hour. Yields the product ClC1=CC=C(C=C1)NC(=O)NCC1CN(CCO1)C(C1=CC(=C(C=C1)Cl)Cl)=O (N-(4-Chlorophenyl)-N′-{[4-(3,4-dichlorobenzoyl)morpholin-2-yl]methyl}urea). Yield: 97.5%. RXN SMILES: [Cl:1][C:2]1[CH:7]=[CH:6][C:5]([NH:8][C:9]([NH:11][CH2:12][CH:13]2[O:18][CH2:17][CH2:16][NH:15][CH2:14]2)=[O:10])=[CH:4][CH:3]=1.[Cl:19][C:20]1[CH:21]=[C:22]([CH:26]=[CH:27][C:28]=1[Cl:29])[C:23](Cl)=[O:24]>CN(C)C=O>[Cl:1][C:2]1[CH:7]=[CH:6][C:5]([NH:8][C:9]([NH:11][CH2:12][CH:13]2[O:18][CH2:17][CH2:16][N:15]([C:23](=[O:24])[C:22]3[CH:26]=[CH:27][C:28]([Cl:29])=[C:20]([Cl:19])[CH:21]=3)[CH2:14]2)=[O:10])=[CH:4][CH:3]=1. Reported procedure: To a stirred solution of Intermediate 9 (0.05 g) was added a solution of 3,4-dichlorobenzoyl chloride (42.7 mg) in N,N-dimethylformamide (7 ml). The mixture was stirred at 22° C. for 15 h before the solvent was evaporated in vacuo. The residue was purified by eluting through a 1 g silica solid phase extraction cartridge (Varian Bondelut), eluting sequentially with dichloromethane, ether, ethyl acetate, acetone, acetonitrile and methanol, to give the title compound as a white solid (0.080 g). LC/... Starting materials: C1(CC1)C(=O)N(CCN(C)C)C1=CC=C(C(=O)OCC)C=C1 (ethyl 4-[N-(cyclopropylcarbonyl)-N-[2-(dimethylamino)ethyl]-amino]benzoate), [OH-].[Na+] (sodium hydroxide), Cl.Cl.C(C)OC=1C=C(CN2N=CC=3C2=NC=NC3N3CCNCC3)C=CC1 (1-(3-ethoxybenzyl)-4-piperazin-1-yl-1H-pyrazolo[3,4-d]pyrimidine dihydrochloride), ON1N=NC2=C1C=CC=C2 (1-hydroxybenzotriazole), Cl.C(C)N=C=NCCCN(C)C (1-ethyl-3-(3-dimethylaminopropyl)carbodiimide hydrochloride), C(O)([O-])=O.[Na+] (sodium hydrogencarbonate), Cl (HCl). Solvent: C(C)O (ethanol), C(C)N(CC)CC (triethylamine), C(Cl)Cl (methylene chloride), C(Cl)(Cl)Cl (chloroform). Conditions: time 8 hour. Yields the product C(C)OC=1C=C(CN2N=CC=3C2=NC=NC3N3CCN(CC3)C(C3=CC=C(C=C3)N(CCN(C)C)C(=O)C3CC3)=O)C=CC1 (1-(3-ethoxybenzyl)-4-[4-[4-[N-(cyclopropyl-carbonyl)-N-[2-(dimethylamino)ethyl]amino]benzoyl]piperazin-1-yl]-1H-pyrazolo[3,4-d]pyrimidine). Isolated yield 83.4%. As a reaction SMILES: [CH:1]1([C:4]([N:6]([C:12]2[CH:22]=[CH:21][C:15]([C:16]([O:18]CC)=O)=[CH:14][CH:13]=2)[CH2:7][CH2:8][N:9]([CH3:11])[CH3:10])=[O:5])[CH2:3][CH2:2]1.[OH-].[Na+].Cl.Cl.Cl.[CH2:28]([O:30][C:31]1[CH:32]=[C:33]([CH:50]=[CH:51][CH:52]=1)[CH2:34][N:35]1[C:39]2=[N:40][CH:41]=[N:42][C:43]([N:44]3[CH2:49][CH2:48][NH:47][CH2:46][CH2:45]3)=[C:38]2[CH:37]=[N:36]1)[CH3:29].ON1C2C=CC=CC=2N=N1.Cl.C(N=C=NCCCN(C)C)C.C(=O)([O-])O.[Na+]>C(O)C.C(Cl)(Cl)Cl.C(N(CC)CC)C.C(Cl)Cl>[CH2:28]([O:30][C:31]1[CH:32]=[C:33]([CH:50]=[CH:51][CH:52]=1)[CH2:34][N:35]1[C:39]2=[N:40][CH:41]=[N:42][C:43]([N:44]3[CH2:45][CH2:46][N:47]([C:16](=[O:18])[C:15]4[CH:14]=[CH:13][C:12]([N:6]([C:4]([CH:1]5[CH2:2][CH2:3]5)=[O:5])[CH2:7][CH2:8][N:9]([CH3:10])[CH3:11])=[CH:22][CH:21]=4)[CH2:48][CH2:49]3)=[C:38]2[CH:37]=[N:36]1)[CH3:29] |f:1.2,4.5.6,8.9,10.11|. Reported procedure: To a solution of ethyl 4-[N-(cyclopropylcarbonyl)-N-[2-(dimethylamino)ethyl]-amino]benzoate (106 mg; compound obtained in Reference Example 11) in ethanol (3 mL) is added 2N sodium hydroxide solution (21 μL) and the mixture is stirred at room temperature overnight. To the reaction mixture is added 2N HCl (42 μL) and the mixture is concentrated to give a crude carboxylic acid compound. To the compound is added successively methylene chloride (2 mL), 1-(3-ethoxybenzyl)-4-piperazin-1-yl-1H-pyrazolo... Reactants: ClC=1N=C2SC=CN2C1CO ({6-chloroimidazo[2,1-b][1,3]thiazol-5-yl}methanol), BrCC1=C(N=C2SC=CN21)Cl (5-(bromomethyl)-6-chloroimidazo[2,1-b][1,3]thiazole), CC1=CC(=NC(=N1)S)O (6-methyl-2-sulfanylpyrimidin-4-ol). Product: ClC=1N=C2SC=CN2C1CSC1=NC(=CC(=N1)O)C (2-[({6-chloroimidazo[2,1-b][1,3]thiazol-5-yl}methyl)sulfanyl]-6-methylpyrimidin-4-ol). Isolated yield 22.0%. RXN SMILES: [Cl:1][C:2]1[N:3]=[C:4]2[N:8]([C:9]=1[CH2:10]O)[CH:7]=[CH:6][S:5]2.BrCC1N2C(SC=C2)=NC=1Cl.[CH3:23][C:24]1[N:29]=[C:28]([SH:30])[N:27]=[C:26]([OH:31])[CH:25]=1>>[Cl:1][C:2]1[N:3]=[C:4]2[N:8]([C:9]=1[CH2:10][S:30][C:28]1[N:27]=[C:26]([OH:31])[CH:25]=[C:24]([CH3:23])[N:29]=1)[CH:7]=[CH:6][S:5]2. Procedure: {6-chloroimidazo[2,1-b][1,3]thiazol-5-yl}methanol was converted to 5-(bromomethyl)-6-chloroimidazo[2,1-b][1,3]thiazole, which was then reacted with 6-methyl-2-sulfanylpyrimidin-4-ol to give the title compound as a white solid (0.27 g, 22% yield); 1H NMR (400 MHz, DMSO-d6): δ 2.21 (s, 3H), 4.67 (s, 2H), 6.04 (bs, 1H), 7.42 (d, J=4.7 Hz, 1H), 8.02 (d, J=4.7 Hz, 1H); M+ 312.8. Reactants: C(C)(C)(C)OC(=O)N1C(=CC2=CC(=CC=C12)C=O)C=1C2=C(N(N1)C(=O)OC(C)(C)C)C=CS2 (2-(1-tert-butoxycarbonyl-1H-thieno[3,2-c]pyrazol-3-yl)-5-formyl-indole-1-carboxylic acid tert-butyl ester), C(C)(C)(C)OC(=O)N1C(=CC2=CC(=CC=C12)C=O)C=1C2=C(N(N1)C(=O)OC(C)(C)C)C=CS2 (2-(1-tert-butoxycarbonyl-1H-thieno[3,2-c]pyrazol-3-yl)-5-formyl-indole-1-carboxylic acid tert-butyl ester), C1(=CC=CC=C1)[Mg]Br (phenylmagnesium bromide), C(C)(=O)OCC (ethyl acetate). Solvent: O1CCCC1 (tetrahydrofuran), CCCCCCC (heptane). Run at time 1 hour. The product is C(C)(C)(C)OC(=O)N1C(=CC2=CC(=CC=C12)C(C1=CC=CC=C1)O)C=1C2=C(N(N1)C(=O)OC(C)(C)C)C=CS2 (2-(1-tert-butoxycarbonyl-1H-thieno[3,2-c]pyrazol-3-yl)-5-(hydroxy-phenyl-methyl)-indole-1-carboxylic acid tert-butyl ester). Yield: 85.0%. Reaction SMILES: C(OCC)(=O)C.[C:7]([O:11][C:12]([N:14]1[C:22]2[C:17](=[CH:18][C:19]([CH:23]=[O:24])=[CH:20][CH:21]=2)[CH:16]=[C:15]1[C:25]1[C:26]2[S:39][CH:38]=[CH:37][C:27]=2[N:28]([C:30]([O:32][C:33]([CH3:36])([CH3:35])[CH3:34])=[O:31])[N:29]=1)=[O:13])([CH3:10])([CH3:9])[CH3:8].[C:40]1([Mg]Br)[CH:45]=[CH:44][CH:43]=[CH:42][CH:41]=1>CCCCCCC.O1CCCC1>[C:7]([O:11][C:12]([N:14]1[C:22]2[C:17](=[CH:18][C:19]([CH:23]([OH:24])[C:40]3[CH:45]=[CH:44][CH:43]=[CH:42][CH:41]=3)=[CH:20][CH:21]=2)[CH:16]=[C:15]1[C:25]1[C:26]2[S:39][CH:38]=[CH:37][C:27]=2[N:28]([C:30]([O:32][C:33]([CH3:36])([CH3:35])[CH3:34])=[O:31])[N:29]=1)=[O:13])([CH3:10])([CH3:8])[CH3:9]. Reported procedure: To a solution of 2-(1-tert-butoxycarbonyl-1H-thieno[3,2-c]pyrazol-3-yl)-5-hydroxymethyl-indole-1-carboxylic acid tert-butyl ester [373 mg, 0.794 mmol Intermediate (10)] in Dichloromethane (20 mL) is added Dess-Martin Periodinane (407 mg, 0.959 mmol). Stirred at room temperature for 30 minutes. Water (10 mL) is added and stirred for 30 minutes at room temperature. The reaction mixture is dissolved with ethyl acetate (30 mL) and washed twice with a mixture of 10% Na2S2O3/saturated NaHCO3 (4 ML) so...